Dataset: the Open Reaction Database (ORD), a public repository of structured organic reaction records. Task: describe an organic reaction: reactants, conditions, products, and yield Starting materials: C(C)[C@@H]1CCC[C@@H]2SCC[C@@H](C(N21)=O)NC(OC(C)(C)C)=O (tert-butyl (4S,7R,10aS)-7-ethyl-5-oxooctahydro-2H-pyrido[2,1-b][1,3]thiazepin-4-ylcarbamate), C(=O)(C(F)(F)F)O (TFA). Solvent: C(Cl)Cl (DCM). Reaction conditions: time 1 hour. Yields the product FC(C(=O)O)(F)F.N[C@@H]1C(N2[C@@H](SCC1)CCC[C@H]2CC)=O ((4S,7R,10aS)-4-amino-7-ethylhexahydro-2H-pyrido[2,1-b][1,3]thiazepin-5(7H)-one trifluoroacetate). Yield: 100.0%. RXN SMILES: [CH2:1]([C@H:3]1[N:13]2[C@@H:7]([S:8][CH2:9][CH2:10][C@H:11]([NH:15]C(=O)OC(C)(C)C)[C:12]2=[O:14])[CH2:6][CH2:5][CH2:4]1)[CH3:2].[C:23]([OH:29])([C:25]([F:28])([F:27])[F:26])=[O:24]>C(Cl)Cl>[F:26][C:25]([F:28])([F:27])[C:23]([OH:29])=[O:24].[NH2:15][C@H:11]1[CH2:10][CH2:9][S:8][C@H:7]2[CH2:6][CH2:5][CH2:4][C@@H:3]([CH2:1][CH3:2])[N:13]2[C:12]1=[O:14] |f:3.4|. Procedure details: To a solution of tert-butyl (4S,7R,10aS)-7-ethyl-5-oxooctahydro-2H-pyrido[2,1-b][1,3]thiazepin-4-ylcarbamate (52 mg, 0.16 mmol) in DCM (1 mL) was added TFA (1.0 mL, 13 mmol). The reaction mixture was stirred at rt for 1 hr. The reaction mixture was concentrated and dried under high vacuum to afford (4S,7R,10aS)-4-amino-7-ethylhexahydro-2H-pyrido[2,1-b][1,3]thiazepin-5(7H)-one trifluoroacetate (54 mg, 0.16 mmol, 100% yield) as an oil. Anal. Calcd. for C11H20N2OS m/z 228.3. found: 229.2 (M+H)+. Reactants: FC1=CC=C(C=C1)C=1N=C(SC1)C1CN(CCC1)C(=O)OC(C)(C)C (tert-butyl 3-(4-(4-fluorophenyl)thiazol-2-yl)piperidine-1-carboxylate), FC(C(=O)[O-])(F)F (trifluoroacetate). The product is OC(=O)C(F)(F)F.FC1=CC=C(C=C1)C=1N=C(SC1)C1CNCCC1 (4-(4-Fluorophenyl)-2-(piperidin-3-yl)thiazole TFA Salt). RXN SMILES: [F:1][C:2]1[CH:7]=[CH:6][C:5]([C:8]2[N:9]=[C:10]([CH:13]3[CH2:18][CH2:17][CH2:16][N:15](C(OC(C)(C)C)=O)[CH2:14]3)[S:11][CH:12]=2)=[CH:4][CH:3]=1.[F:26][C:27]([F:32])([F:31])[C:28]([O-:30])=[O:29]>>[OH:30][C:28]([C:27]([F:32])([F:31])[F:26])=[O:29].[F:1][C:2]1[CH:7]=[CH:6][C:5]([C:8]2[N:9]=[C:10]([CH:13]3[CH2:18][CH2:17][CH2:16][NH:15][CH2:14]3)[S:11][CH:12]=2)=[CH:4][CH:3]=1 |f:2.3|. Reported procedure: This compound was synthesized from tert-butyl 3-(4-(4-fluorophenyl)thiazol-2-yl)piperidine-1-carboxylate as described for example 46 step 4 (80 mg, crude) as a trifluoroacetate salt and it was carried through without further purification. MS (ESI) m/z: Calculated for C14H15FN2S: 262.09. found: 263.0 (M+H)+ Starting materials: [OH-].[Na+] (sodium hydroxide), O (water), [H-].[Al+3].[Li+].[H-].[H-].[H-] (Lithium aluminium hydride), ClC1=CC=C(OCCN(CC(=O)OC)CCCN2C=NC=C2)C=C1 (methyl N-[2-(4-chlorophenoxy)ethyl]-N-[3-(imidazol-1-yl)propyl]glycinate), O (Water). The solvent is C1CCOC1 (THF). Yields the product ClC1=CC=C(OCCN(CCCN2C=NC=C2)CCO)C=C1 (2-{N-[2-(4-chlorophenoxy)-ethyl]-N-[3-(imidazol-1-yl)propyl]amino}ethanol). As a reaction SMILES: [H-].[Al+3].[Li+].[H-].[H-].[H-].[Cl:7][C:8]1[CH:30]=[CH:29][C:11]([O:12][CH2:13][CH2:14][N:15]([CH2:21][CH2:22][CH2:23][N:24]2[CH:28]=[CH:27][N:26]=[CH:25]2)[CH2:16][C:17](OC)=[O:18])=[CH:10][CH:9]=1.O.[OH-].[Na+]>C1COCC1>[Cl:7][C:8]1[CH:9]=[CH:10][C:11]([O:12][CH2:13][CH2:14][N:15]([CH2:16][CH2:17][OH:18])[CH2:21][CH2:22][CH2:23][N:24]2[CH:28]=[CH:27][N:26]=[CH:25]2)=[CH:29][CH:30]=1 |f:0.1.2.3.4.5,8.9|. Procedure details: Lithium aluminium hydride (0.23 g) was added to a solution of methyl N-[2-(4-chlorophenoxy)ethyl]-N-[3-(imidazol-1-yl)propyl]glycinate (1.30 g) in THF (30 ml). The mixture was boiled under reflux for 4 hours and then cooled. Water (1 ml) was added followed by 5M sodium hydroxide solution (2 ml) and then more water (2 ml). The mixture was filtered to remove the precipitate using a filtration aid. The filtrate was washed with water, dried and evaporated to give 2-{N-[2-(4-chlorophenoxy)-ethyl]-N-[...